This data is from the Open Reaction Database (ORD), a public repository of structured organic reaction records. The task is: describe an organic reaction: reactants, conditions, products, and yield Starting materials: ClC1=C(C(=O)O)C=CC=C1Cl (2,3-dichlorobenzoic acid), C1(CC1)CC(CN)C=1C=NC(=CC1)C(F)F (3-cyclopropyl-2-(6-(difluoromethyl)pyridin-3-yl)propan-1-amine). Yields the product ClC1=C(C(=O)NCC(CC2CC2)C=2C=NC(=CC2)C(F)F)C=CC=C1Cl (2,3-dichloro-N-(3-cyclopropyl-2-(6-(difluoromethyl)pyridin-3-yl)propyl)benzamide). RXN SMILES: [Cl:1][C:2]1[C:10]([Cl:11])=[CH:9][CH:8]=[CH:7][C:3]=1[C:4]([OH:6])=O.[CH:12]1([CH2:15][CH:16]([C:19]2[CH:20]=[N:21][C:22]([CH:25]([F:27])[F:26])=[CH:23][CH:24]=2)[CH2:17][NH2:18])[CH2:14][CH2:13]1>>[Cl:1][C:2]1[C:10]([Cl:11])=[CH:9][CH:8]=[CH:7][C:3]=1[C:4]([NH:18][CH2:17][CH:16]([C:19]1[CH:20]=[N:21][C:22]([CH:25]([F:27])[F:26])=[CH:23][CH:24]=1)[CH2:15][CH:12]1[CH2:13][CH2:14]1)=[O:6]. Procedure details: From 2,3-dichlorobenzoic acid and 3-cyclopropyl-2-(6-(difluoromethyl)pyridin-3-yl)propan-1-amine. LCMS (MH+): m/z=399.1, tR (minutes, Method G)=2.57 Reactants: N1=C(Cl)N=C(Cl)N=C1Cl (cyanuric chloride), C(C)(C)(C)C1=C([O-])C(=CC=C1)C(C)(C)C.[Na+] (sodium 2,6-di-t-butylphenoxide). The solvent is O1CCOCC1 (dioxane). The product is C(C)(C)(C)C=1C=C(C=C(C1O)C(C)(C)C)C1=NC(=NC(=N1)Cl)Cl (6(3',5'-di-t-butyl-4'-hydroxyphenyl)-2,4-dichloro-1,3,5-triazine). RXN SMILES: [N:1]1[C:8]([Cl:9])=[N:7][C:5]([Cl:6])=[N:4][C:2]=1Cl.[C:10]([C:14]1[CH:20]=[CH:19][CH:18]=[C:17]([C:21]([CH3:24])([CH3:23])[CH3:22])[C:15]=1[O-:16])([CH3:13])([CH3:12])[CH3:11].[Na+]>O1CCOCC1>[C:21]([C:17]1[CH:18]=[C:19]([C:2]2[N:4]=[C:5]([Cl:6])[N:7]=[C:8]([Cl:9])[N:1]=2)[CH:20]=[C:14]([C:10]([CH3:13])([CH3:12])[CH3:11])[C:15]=1[OH:16])([CH3:24])([CH3:23])[CH3:22] |f:1.2|. Reported procedure: To 18.35 g of cyanuric chloride dissolved in dioxane at 5°C was added 22.83 g of sodium 2,6-di-t-butylphenoxide over a period of 10 to 15 minutes. The reaction was maintained below 10°C for 1 hour after which it was warmed to room temperature and filtered to remove precipitated salt. The filtrate was concentrated to dryness under reduced pressure. The product was recrystallized from petroleum ether and had a melting point of 178°-179°C. The reactants are BrN1C(CCC1=O)=O (N-bromosuccinimide), BrN1C(CCC1=O)=O (N-bromosuccinimide), C(C1=CC=CC=C1)(=O)OOC(C1=CC=CC=C1)=O (benzoyl peroxide), C1(CCCC1)OC1=CC(=C(C=C1)F)C (4-cyclopentyloxy-1-fluoro-2-methylbenzene). Reagents/catalysts: C(C1=CC=CC=C1)(=O)OOC(C1=CC=CC=C1)=O (benzoyl peroxide). The solvent is C(Cl)(Cl)(Cl)Cl (carbon tetrachloride). Conditions: temperature 80 celsius, time 12 hour. Yields the product BrCC1=C(C=CC(=C1)OC1CCCC1)F (2-Bromomethyl-4-cyclopentyloxy-1-fluorobenzene). Yield: 65.7%. RXN SMILES: [Br:1]N1C(=O)CCC1=O.C(OOC(=O)C1C=CC=CC=1)(=O)C1C=CC=CC=1.[CH:27]1([O:32][C:33]2[CH:38]=[CH:37][C:36]([F:39])=[C:35]([CH3:40])[CH:34]=2)[CH2:31][CH2:30][CH2:29][CH2:28]1>C(Cl)(Cl)(Cl)Cl.C(OOC(=O)C1C=CC=CC=1)(=O)C1C=CC=CC=1>[Br:1][CH2:40][C:35]1[CH:34]=[C:33]([O:32][CH:27]2[CH2:31][CH2:30][CH2:29][CH2:28]2)[CH:38]=[CH:37][C:36]=1[F:39]. Reported procedure: 4.81 g of N-bromosuccinimide (27 mmol) and 0.6 g of benzoyl peroxide (2 mmol) are introduced into a solution of 5 g of 4-cyclopentyloxy-1-fluoro-2-methylbenzene (25.8 mmol) in carbon tetrachloride (130 ml). The mixture is heated at 80° C. for 17 hours, a further 2.29 g of N-bromosuccinimide (12.89 mmol) and 0.3 g of benzoyl peroxide (1 mmol) are then added and heating is continued for 12 hours. The mixture is then cooled to room temperature and filtered through Celite. The mother liquor is conce...